This data is from the Open Reaction Database (ORD), a public repository of structured organic reaction records. The task is: describe an organic reaction: reactants, conditions, products, and yield Reactants: C(C)(=O)OCC (ethyl acetate), O (water), C(C)(C)(C)NC(C1=CN=C(C=C1C1=C(C=CC=C1)C)Cl)=O (N-tert.-butyl-6-chloro-4-o-tolyl-nicotinamide), N1CCOCC1 (morpholine). Solvent: [Cl-].[Na+].O (brine). Reaction conditions: temperature 100 celsius. The product is C(C)(C)(C)NC(C1=CN=C(C=C1C1=C(C=CC=C1)C)N1CCOCC1)=O (N-tert.-butyl-6-morpholin-4-yl-4-o-tolyl-nicotinamide). Yield: 93.8%. RXN SMILES: [C:1]([NH:5][C:6](=[O:21])[C:7]1[C:12]([C:13]2[CH:18]=[CH:17][CH:16]=[CH:15][C:14]=2[CH3:19])=[CH:11][C:10](Cl)=[N:9][CH:8]=1)([CH3:4])([CH3:3])[CH3:2].[NH:22]1[CH2:27][CH2:26][O:25][CH2:24][CH2:23]1.C(OCC)(=O)C.O>[Cl-].[Na+].O>[C:1]([NH:5][C:6](=[O:21])[C:7]1[C:12]([C:13]2[CH:18]=[CH:17][CH:16]=[CH:15][C:14]=2[CH3:19])=[CH:11][C:10]([N:22]2[CH2:27][CH2:26][O:25][CH2:24][CH2:23]2)=[N:9][CH:8]=1)([CH3:4])([CH3:3])[CH3:2] |f:4.5.6|. Procedure details: A mixture of 6.0 g (19 mMol) of N-tert.-butyl-6-chloro-4-o-tolyl-nicotinamide and 12 ml (138 mMol) morpholine was heated at 100° C. for 4 hours. After cooling to room temperature, extractive work-up with ethyl acetate, water and brine yielded 6.3 g (91%) of N-tert.-butyl-6-morpholin-4-yl-4-o-tolyl-nicotinamide as a brown crystalline foam. The reactants are ClC1=CC=C2C(=CC(=NC2=C1)N)N1CCNCC1 (7-chloro-4-(1-piperazinyl)-2-quinolinamine), N(=C=O)C=1C(NC=CC1)=O (3-isocyanato-2(1H)-pyridinone), C(C)(C)N(CC)C(C)C (diisopropylethyl amine). The product is NC1=NC2=CC(=CC=C2C(=C1)N1CCN(CC1)C(=O)NC=1C(NC=CC1)=O)Cl (4-(2-amino-7-chloro-4-quinolinyl)-N-(1,2-dihydro-2-oxo-3-pyridinyl) 1-piperazinecarboxamide). As a reaction SMILES: [Cl:1][C:2]1[CH:11]=[C:10]2[C:5]([C:6]([N:13]3[CH2:18][CH2:17][NH:16][CH2:15][CH2:14]3)=[CH:7][C:8]([NH2:12])=[N:9]2)=[CH:4][CH:3]=1.[N:19]([C:22]1[C:23](=[O:28])[NH:24][CH:25]=[CH:26][CH:27]=1)=[C:20]=[O:21].C(N(C(C)C)CC)(C)C>>[NH2:12][C:8]1[CH:7]=[C:6]([N:13]2[CH2:18][CH2:17][N:16]([C:20]([NH:19][C:22]3[C:23](=[O:28])[NH:24][CH:25]=[CH:26][CH:27]=3)=[O:21])[CH2:15][CH2:14]2)[C:5]2[C:10](=[CH:11][C:2]([Cl:1])=[CH:3][CH:4]=2)[N:9]=1. Procedure details: As described example 159, 7-chloro-4-(1-piperazinyl)-2-quinolinamine, 3-isocyanato-2(1H)-pyridinone, and diisopropylethyl amine, are reacted to give the title product as a white solid. LC-MS: 399 (M++1). 1H NMR (DMSO-d6) δ 7.95 (m, 2H), 7.76 (d, 1H), 7.40 (s, 1H), 7.12 (m, 1H), 7.0 (d, 1H), 6.45 (m, 2H), 6.25 (s, 1H), 6.22 (m, 1H), 3.75 (m, 4H), 3.10 (m, 4H). Reactants: COC(=O)C(CC1CCCCC1)N1CC(Oc2ccc(Cl)cc2Cl)=CC1=O, [Li+], C1CCOC1, [OH-], O. The product is O=C(O)C(CC1CCCCC1)N1CC(Oc2ccc(Cl)cc2Cl)=CC1=O. As a reaction SMILES: [CH3:1][O:2][C:3]([CH:4]([CH2:5][CH:6]1[CH2:7][CH2:8][CH2:9][CH2:10][CH2:11]1)[N:12]1[C:13](=[O:26])[CH:14]=[C:15]([O:17][c:18]2[c:19]([Cl:25])[cH:20][c:21]([Cl:24])[cH:22][cH:23]2)[CH2:16]1)=[O:27].[Li+:28].[O:31]1[CH2:32][CH2:33][CH2:34][CH2:35]1.[OH-:29].[OH2:30]>>[O:2]=[C:3]([CH:4]([CH2:5][CH:6]1[CH2:7][CH2:8][CH2:9][CH2:10][CH2:11]1)[N:12]1[C:13](=[O:26])[CH:14]=[C:15]([O:17][c:18]2[c:19]([Cl:25])[cH:20][c:21]([Cl:24])[cH:22][cH:23]2)[CH2:16]1)[OH:27]. Starting materials: C(CC)C(COC=1C=C(C=O)C=CC1)CCC (3-(2-propylpentyloxy)benzaldehyde), C(C)#N (acetonitrile). Product: OC(CC#N)C1=CC(=CC=C1)OCC(CCC)CCC (3-hydroxy-3-(3-(2-propylpentyloxy)phenyl)propanenitrile). Reaction SMILES: [CH2:1]([CH:4]([CH2:15][CH2:16][CH3:17])[CH2:5][O:6][C:7]1[CH:8]=[C:9]([CH:12]=[CH:13][CH:14]=1)[CH:10]=[O:11])[CH2:2][CH3:3].[C:18](#[N:20])[CH3:19]>>[OH:11][CH:10]([C:9]1[CH:12]=[CH:13][CH:14]=[C:7]([O:6][CH2:5][CH:4]([CH2:1][CH2:2][CH3:3])[CH2:15][CH2:16][CH3:17])[CH:8]=1)[CH2:19][C:18]#[N:20]. Procedure details: Reaction of 3-(2-propylpentyloxy)benzaldehyde with acetonitrile was conducted following the method used for Example 20. Purification by flash chromatography (20% EtOAc-hexanes) gave 3-hydroxy-3-(3-(2-propylpentyloxy)phenyl)propanenitrile as a clear oil. Yield (1.05 g, 59%): 1H NMR (DMSO-d6) δ 7.21 (t, J=8.0 Hz, 1H), 6.92-6.95 (m, 2H), 6.81 (ddd, J=8.0, 2.4, 0.8 Hz, 1H), 5/87 (br s, 1H), 4.82 (t, J=6.4 Hz, 1H), 3.81 (d, J=5.6 Hz, 1H), 2.86 (dd, J=16.8, 5.0 Hz, 1H), 2.77 (dd, J=17.2, 6.8 Hz, 1H), ...